Dataset: the Open Reaction Database (ORD), a public repository of structured organic reaction records. Task: describe an organic reaction: reactants, conditions, products, and yield The reactants are CCC(CC)C(=O)Nc1sc2c(c1C#N)CCC(NC(CO)C(C)(C)C)C2, CCN(C(C)C)C(C)C, O=C(Cl)C1CCCCC1, ClCCl. As a reaction SMILES: [C:1](#[N:2])[c:3]1[c:4]([NH:20][C:21]([CH:22]([CH2:23][CH3:24])[CH2:25][CH3:26])=[O:27])[s:5][c:6]2[c:7]1[CH2:8][CH2:9][CH:10]([NH:12][CH:13]([C:14]([CH3:15])([CH3:16])[CH3:17])[CH2:18][OH:19])[CH2:11]2.[CH:28]([N:29]([CH:30]([CH3:31])[CH3:32])[CH2:33][CH3:34])([CH3:35])[CH3:36].[CH:37]1([C:43](=[O:44])[Cl:45])[CH2:38][CH2:39][CH2:40][CH2:41][CH2:42]1.[Cl:46][CH2:47][Cl:48]>>[C:1](#[N:2])[c:3]1[c:4]([NH:20][C:21]([CH:22]([CH2:23][CH3:24])[CH2:25][CH3:26])=[O:27])[s:5][c:6]2[c:7]1[CH2:8][CH2:9][CH:10]([N:12]([CH:13]([C:14]([CH3:15])([CH3:16])[CH3:17])[CH2:18][OH:19])[C:43]([CH:37]1[CH2:38][CH2:39][CH2:40][CH2:41][CH2:42]1)=[O:44])[CH2:11]2. The product is CCC(CC)C(=O)Nc1sc2c(c1C#N)CCC(N(C(=O)C1CCCCC1)C(CO)C(C)(C)C)C2. Starting materials: CCc1cc2cccc(Br)c2[nH]1, C1CCOC1, C[Mg+], [Cl-], O=C(Cl)c1cccc(Cl)c1Cl, [I-], [NH4+]. Product: CCc1[nH]c2c(Br)cccc2c1C(=O)c1cccc(Cl)c1Cl. Reaction SMILES: [Br:1][c:2]1[cH:3][cH:4][cH:5][c:6]2[cH:7][c:8]([CH2:11][CH3:12])[nH:9][c:10]12.[CH2:29]1[O:30][CH2:31][CH2:32][CH2:33]1.[CH3:14][Mg+:15].[Cl-:27].[Cl:16][c:17]1[c:18]([Cl:26])[c:19]([C:20](=[O:21])[Cl:22])[cH:23][cH:24][cH:25]1.[I-:13].[NH4+:28]>>[Br:1][c:2]1[cH:3][cH:4][cH:5][c:6]2[c:7]([C:20]([c:19]3[c:18]([Cl:26])[c:17]([Cl:16])[cH:25][cH:24][cH:23]3)=[O:21])[c:8]([CH2:11][CH3:12])[nH:9][c:10]12. Product: IC1=CC(=NO1)CCCCCCCCCC(=O)O (10-(5-iodo isoxazol-3-yl)-decanoic acid). Run at time 15 minute. Reactants: [Na] (sodium), C(C)(=O)[O-].[NH4+] (ammonium acetate), [Na] (sodium), [I-] (iodide), C(C)(=O)OO (peracetic acid), C(CCC)[Sn](C1=CC(=NO1)CCCCCCCCCC(=O)O)(CCCC)CCCC (10-(5-tributylstannyl-isoxazol-3-yl)-decanoic acid), C(C)#N (acetonitrile), [I-] (iodide). Solvent: C(C)O (ethanol), [OH-].[Na+] (sodium hydroxide). As a reaction SMILES: [Na].[I-:2].C([O-])(=O)C.[NH4+].C(OO)(=O)C.C([Sn](CCCC)(CCCC)[C:18]1[O:22][N:21]=[C:20]([CH2:23][CH2:24][CH2:25][CH2:26][CH2:27][CH2:28][CH2:29][CH2:30][CH2:31][C:32]([OH:34])=[O:33])[CH:19]=1)CCC.C(#N)C>[OH-].[Na+].C(O)C>[I:2][C:18]1[O:22][N:21]=[C:20]([CH2:23][CH2:24][CH2:25][CH2:26][CH2:27][CH2:28][CH2:29][CH2:30][CH2:31][C:32]([OH:34])=[O:33])[CH:19]=1 |f:2.3,7.8,^1:0|. Procedure details: To sodium [123I] iodide, received in 5-20 μL 0.05M sodium hydroxide is added ammonium acetate buffer (100 μL pH 4.0, 0.2M), sodium [127I] iodide (10 μL, 1 mM solution in 0.01M sodium hydroxide, 1×10−8 moles), peracetic acid (PAA) solution (10 μL 1 mM solution, 1×10−8 moles) and finally 10-(5-tributylstannyl-isoxazol-3-yl)-decanoic acid solution in ethanol or acetonitrile (53 μg, 1×10−7 moles). The reaction mixture is allowed to stand at room temperature for 15 minutes and the iodinated product 1... Procedure: 4-(4-Methoxy-benzenesulfonyl)-1-(3-methyl-but-2-enyl)-piperidine-4-carboxylic acid was prepared starting from 4-(4-methoxy-benzenesulfonyl)-1-(3-methyl-but-2-enyl)-piperidine-4- carboxylic acid ethyl ester (6.2 g, 16 mmol) dissolved in ethanol (15 mL), 10N sodium hydroxide (10 mL) and tetrahydrofiran (75 mL). The resulting reaction mixture was worked up as outlined in example 83. Yield 1.2 g (21%). brown solid mp 196-197° C., MS: 367.9 (M+H)+. The solvent is C(C)O (ethanol). Yields the product COC1=CC=C(C=C1)S(=O)(=O)C1(CCN(CC1)CC=C(C)C)C(=O)O (4-(4-Methoxy-benzenesulfonyl)-1-(3-methyl-but-2-enyl)-piperidine-4-carboxylic acid). RXN SMILES: C([O:3][C:4]([C:6]1([S:17]([C:20]2[CH:25]=[CH:24][C:23]([O:26][CH3:27])=[CH:22][CH:21]=2)(=[O:19])=[O:18])[CH2:11][CH2:10][N:9]([CH2:12][CH:13]=[C:14]([CH3:16])[CH3:15])[CH2:8][CH2:7]1)=[O:5])C.[OH-].[Na+]>C(O)C>[CH3:27][O:26][C:23]1[CH:22]=[CH:21][C:20]([S:17]([C:6]2([C:4]([OH:5])=[O:3])[CH2:11][CH2:10][N:9]([CH2:12][CH:13]=[C:14]([CH3:15])[CH3:16])[CH2:8][CH2:7]2)(=[O:19])=[O:18])=[CH:25][CH:24]=1 |f:1.2|. Starting materials: C(C)OC(=O)C1(CCN(CC1)CC=C(C)C)S(=O)(=O)C1=CC=C(C=C1)OC (4-(4-methoxy-benzenesulfonyl)-1-(3-methyl-but-2-enyl)-piperidine-4- carboxylic acid ethyl ester), [OH-].[Na+] (sodium hydroxide), solid.